This data is from the Open Reaction Database (ORD), a public repository of structured organic reaction records. The task is: describe an organic reaction: reactants, conditions, products, and yield Reported procedure: A mixture of trans-2-[3-(2-hydroxy-n-propylsulfonyl)-4-n-propoxy-5-(3-bromopropoxy)phenyl]-5-(3,4,5-trimethoxyphenyl)tetrahydrofuran (87 mg, 0.14 mmol) (Example 19B), imidazole (47 mg, 0.69 mmol) and potassium carbonate (95 mg, 0.69 mmol) in acetone (2 mL) was heated with stirring at 55° C. under nitrogen for 28 h. The reaction mixture was evaporated and the residue was partitioned between dichloromethane and water. The organic layer was washed with water and brine, dried, and evaporated to a re... Starting materials: OC(CS(=O)(=O)C=1C=C(C=C(C1OCCC)OCCCBr)[C@@H]1O[C@H](CC1)C1=CC(=C(C(=C1)OC)OC)OC)C (trans-2-[3-(2-Hydroxypropylsulfonyl)-4-n-propoxy-5-(3-bromo-n-propoxy)phenyl]-5-(3,4,5-trimethoxyphenyl)tetrahydrofuran), N1C=NC=C1 (imidazole), C([O-])([O-])=O.[K+].[K+] (potassium carbonate). The product is OC(CS(=O)(=O)C=1C=C(C=C(C1OCCC)OCCCN1C=NC=C1)[C@@H]1O[C@H](CC1)C1=CC(=C(C(=C1)OC)OC)OC)C (trans-2-[3-(2-Hydroxy-n-propylsulfonyl)-4-n-propoxy-5-{3-(1-imidazolyl)propoxy}phenyl]-5-(3,4,5-trimethoxyphenyl)tetrahydrofuran). Solvent: CC(=O)C (acetone). Conditions: temperature 55 celsius, time 28 hour. As a reaction SMILES: [OH:1][CH:2]([CH3:39])[CH2:3][S:4]([C:7]1[CH:8]=[C:9]([C@H:22]2[CH2:26][CH2:25][C@H:24]([C:27]3[CH:32]=[C:31]([O:33][CH3:34])[C:30]([O:35][CH3:36])=[C:29]([O:37][CH3:38])[CH:28]=3)[O:23]2)[CH:10]=[C:11]([O:17][CH2:18][CH2:19][CH2:20]Br)[C:12]=1[O:13][CH2:14][CH2:15][CH3:16])(=[O:6])=[O:5].[NH:40]1[CH:44]=[CH:43][N:42]=[CH:41]1.C(=O)([O-])[O-].[K+].[K+]>CC(C)=O>[OH:1][CH:2]([CH3:39])[CH2:3][S:4]([C:7]1[CH:8]=[C:9]([C@H:22]2[CH2:26][CH2:25][C@H:24]([C:27]3[CH:32]=[C:31]([O:33][CH3:34])[C:30]([O:35][CH3:36])=[C:29]([O:37][CH3:38])[CH:28]=3)[O:23]2)[CH:10]=[C:11]([O:17][CH2:18][CH2:19][CH2:20][N:40]2[CH:44]=[CH:43][N:42]=[CH:41]2)[C:12]=1[O:13][CH2:14][CH2:15][CH3:16])(=[O:6])=[O:5] |f:2.3.4|. Starting materials: CON(C(=O)C1=CN(C2=CC=CC=C2C1=O)CC1=NC(=CC=C1)Br)C (1-(6-bromo-pyridin-2-ylmethyl)-4-oxo-1,4-dihydro-quinoline-3-carboxylic acid methoxy-methyl-amide), white solid, CC1=C(C=CC(=C1)C)[Mg]Br (2,4-dimethylphenylmagnesium bromide). The solvent is C1CCOC1 (THF). Yields the product BrC1=CC=CC(=N1)CN1C=C(C(C2=CC=CC=C12)=O)C(C1=C(C=C(C=C1)C)C)=O (1-(6-Bromo-pyridin-2-ylmethyl)-3-(2,4-dimethyl-benzoyl)-1H-quinolin-4-one). Reaction SMILES: CON(C)[C:4]([C:6]1[C:15](=[O:16])[C:14]2[C:9](=[CH:10][CH:11]=[CH:12][CH:13]=2)[N:8]([CH2:17][C:18]2[CH:23]=[CH:22][CH:21]=[C:20]([Br:24])[N:19]=2)[CH:7]=1)=[O:5].[CH3:26][C:27]1[CH:32]=[C:31]([CH3:33])[CH:30]=[CH:29][C:28]=1[Mg]Br>C1COCC1>[Br:24][C:20]1[N:19]=[C:18]([CH2:17][N:8]2[C:9]3[C:14](=[CH:13][CH:12]=[CH:11][CH:10]=3)[C:15](=[O:16])[C:6]([C:4](=[O:5])[C:28]3[CH:29]=[CH:30][C:31]([CH3:33])=[CH:32][C:27]=3[CH3:26])=[CH:7]2)[CH:23]=[CH:22][CH:21]=1. Reported procedure: Experimental conditions analogous to those described for Step 6 of Example 60 from 90 mg (0.22 mmol) of 1-(6-bromo-pyridin-2-ylmethyl)-4-oxo-1,4-dihydro-quinoline-3-carboxylic acid methoxy-methyl-amide in 1 mL THF and 0.98 mL 0.5M 2,4-dimethylphenylmagnesium bromide. Yield: 57 mg of a white solid. LC-MSD, m/z for C24H19BrN2O2 [M+H]+=447.0, 449.0; HPLC retention time: 2.7 min. Reactants: CCCC[N+](CCC)(CCCC)CCCC, C1CCOC1, C[Si](C)(C)CCOc1cnccc1C#N, [F-]. Product: N#Cc1ccncc1O. RXN SMILES: [CH2:17]([N+:18]([CH2:19][CH2:20][CH2:21][CH3:22])([CH2:23][CH2:24][CH3:25])[CH2:26][CH2:27][CH2:28][CH3:29])[CH2:30][CH2:31][CH3:32].[CH2:33]1[O:34][CH2:35][CH2:36][CH2:37]1.[CH3:1][Si:2]([CH3:3])([CH3:4])[CH2:14][CH2:15][O:5][c:6]1[c:7]([C:8]#[N:9])[cH:10][cH:11][n:12][cH:13]1.[F-:16]>>[OH:5][c:6]1[c:7]([C:8]#[N:9])[cH:10][cH:11][n:12][cH:13]1. Starting materials: BrCc1ccccc1, O=C([O-])[O-], CC(C)=O, CCCc1c(C(C)C)cc(C(C)C)c(CO)c1-c1ccc(F)cc1O, [Cl-], [K+], [K+], [NH4+]. Yields the product CCCc1c(C(C)C)cc(C(C)C)c(CO)c1-c1ccc(F)cc1OCc1ccccc1. As a reaction SMILES: [Br:26][CH2:27][c:28]1[cH:29][cH:30][cH:31][cH:32][cH:33]1.[C:34](=[O:35])([O-:36])[O-:37].[CH3:40][C:41](=[O:42])[CH3:43].[CH:1]([CH3:2])([CH3:3])[c:4]1[c:5]([CH2:24][OH:25])[c:6](-[c:16]2[c:17]([OH:23])[cH:18][c:19]([F:22])[cH:20][cH:21]2)[c:7]([CH2:13][CH2:14][CH3:15])[c:8]([CH:10]([CH3:11])[CH3:12])[cH:9]1.[Cl-:44].[K+:38].[K+:39].[NH4+:45]>>[CH:1]([CH3:2])([CH3:3])[c:4]1[c:5]([CH2:24][OH:25])[c:6](-[c:16]2[c:17]([O:23][CH2:27][c:28]3[cH:29][cH:30][cH:31][cH:32][cH:33]3)[cH:18][c:19]([F:22])[cH:20][cH:21]2)[c:7]([CH2:13][CH2:14][CH3:15])[c:8]([CH:10]([CH3:11])[CH3:12])[cH:9]1. The reactants are CCOC(=O)c1ccc(-n2cc(C#N)c(-c3ccccc3OCCOC)c2)cc1O, CCO, Cl, [Li+], C1CCOC1, [OH-], O. The product is COCCOc1ccccc1-c1cn(-c2ccc(C(=O)O)c(O)c2)cc1C#N. RXN SMILES: [CH2:1]([CH3:2])[O:3][C:4]([c:5]1[c:6]([OH:29])[cH:7][c:8](-[n:11]2[cH:12][c:13]([C:27]#[N:28])[c:14](-[c:16]3[c:17]([O:22][CH2:23][CH2:24][O:25][CH3:26])[cH:18][cH:19][cH:20][cH:21]3)[cH:15]2)[cH:9][cH:10]1)=[O:30].[CH3:31][CH2:32][OH:33].[ClH:36].[Li+:34].[O:38]1[CH2:39][CH2:40][CH2:41][CH2:42]1.[OH-:35].[OH2:37]>>[O:3]=[C:4]([c:5]1[c:6]([OH:29])[cH:7][c:8](-[n:11]2[cH:12][c:13]([C:27]#[N:28])[c:14](-[c:16]3[c:17]([O:22][CH2:23][CH2:24][O:25][CH3:26])[cH:18][cH:19][cH:20][cH:21]3)[cH:15]2)[cH:9][cH:10]1)[OH:30]. The reactants are Cl, Cl, Cl, CC(CN1CCC(N)CC1)N1CCC(O)CC1, O=C(O)c1cc2c(OCc3ccoc3)cccc2[nH]1. The product is CC(CN1CCC(NC(=O)c2cc3c(OCc4ccoc4)cccc3[nH]2)CC1)N1CCC(O)CC1. RXN SMILES: [ClH:20].[ClH:21].[ClH:22].[NH2:23][CH:24]1[CH2:25][CH2:26][N:27]([CH2:30][CH:31]([CH3:32])[N:33]2[CH2:34][CH2:35][CH:36]([OH:39])[CH2:37][CH2:38]2)[CH2:28][CH2:29]1.[o:1]1[cH:2][c:3]([CH2:6][O:7][c:8]2[c:9]3[cH:10][c:11]([C:17](=[O:18])[OH:19])[nH:12][c:13]3[cH:14][cH:15][cH:16]2)[cH:4][cH:5]1>>[o:1]1[cH:2][c:3]([CH2:6][O:7][c:8]2[c:9]3[cH:10][c:11]([C:17](=[O:19])[NH:23][CH:24]4[CH2:25][CH2:26][N:27]([CH2:30][CH:31]([CH3:32])[N:33]5[CH2:34][CH2:35][CH:36]([OH:39])[CH2:37][CH2:38]5)[CH2:28][CH2:29]4)[nH:12][c:13]3[cH:14][cH:15][cH:16]2)[cH:4][cH:5]1.